From a dataset of the Open Reaction Database (ORD), a public repository of structured organic reaction records. describe an organic reaction: reactants, conditions, products, and yield The reagents and catalysts are C=1C=CC(=CC1)/C=C/C(=O)/C=C/C2=CC=CC=C2.C=1C=CC(=CC1)/C=C/C(=O)/C=C/C2=CC=CC=C2.C=1C=CC(=CC1)/C=C/C(=O)/C=C/C2=CC=CC=C2.[Pd].[Pd] (tris(dibenzylideneacetone)dipalladium(0)), C=1C=CC(=CC1)/C=C/C(=O)/C=C/C2=CC=CC=C2.C=1C=CC(=CC1)/C=C/C(=O)/C=C/C2=CC=CC=C2.C=1C=CC(=CC1)/C=C/C(=O)/C=C/C2=CC=CC=C2.[Pd].[Pd] (tris(dibenzylideneacetone)dipalladium(0)), C=1C=CC(=CC1)/C=C/C(=O)/C=C/C2=CC=CC=C2.C=1C=CC(=CC1)/C=C/C(=O)/C=C/C2=CC=CC=C2.C=1C=CC(=CC1)/C=C/C(=O)/C=C/C2=CC=CC=C2.[Pd].[Pd] (tris(dibenzylideneacetone)dipalladium(0)). Procedure details: To toluene 3.0 mL suspension of tert-butyl 2-amino-4-phenethylbenzoate 0.10 g, 2-dicyclohexylphosphino-2′,4′,6′-triisopropylbiphenyl 8 mg, tris(dibenzylideneacetone)dipalladium(0) 3 mg and cesium carbonate 0.22 g was added 5-bromobenzofuran 0.19 g, and it was heated and refluxed for 24 hours. After the reaction mixture was cooled to room temperature, 2-dicyclohexylphosphino-2′,4′,6′-triisopropylbiphenyl 8 mg and tris(dibenzylideneacetone)dipalladium(0) 3 mg were added to it, and it was heated an... Run in C1(=CC=CC=C1)C (toluene). Starting materials: NC1=C(C(=O)OC(C)(C)C)C=CC(=C1)CCC1=CC=CC=C1 (tert-butyl 2-amino-4-phenethylbenzoate), C1(CCCCC1)P(C1=C(C=CC=C1)C1=C(C=C(C=C1C(C)C)C(C)C)C(C)C)C1CCCCC1 (2-dicyclohexylphosphino-2′,4′,6′-triisopropylbiphenyl), C([O-])([O-])=O.[Cs+].[Cs+] (cesium carbonate), BrC=1C=CC2=C(C=CO2)C1 (5-bromobenzofuran), C1(CCCCC1)P(C1=C(C=CC=C1)C1=C(C=C(C=C1C(C)C)C(C)C)C(C)C)C1CCCCC1 (2-dicyclohexylphosphino-2′,4′,6′-triisopropylbiphenyl), C1(CCCCC1)P(C1=C(C=CC=C1)C1=C(C=C(C=C1C(C)C)C(C)C)C(C)C)C1CCCCC1 (2-dicyclohexylphosphino-2′,4′,6′-triisopropylbiphenyl). Reaction SMILES: [NH2:1][C:2]1[CH:14]=[C:13]([CH2:15][CH2:16][C:17]2[CH:22]=[CH:21][CH:20]=[CH:19][CH:18]=2)[CH:12]=[CH:11][C:3]=1[C:4]([O:6][C:7]([CH3:10])([CH3:9])[CH3:8])=[O:5].C1(P(C2CCCCC2)C2C=CC=CC=2C2C(C(C)C)=CC(C(C)C)=CC=2C(C)C)CCCCC1.C(=O)([O-])[O-].[Cs+].[Cs+].Br[C:64]1[CH:65]=[CH:66][C:67]2[O:71][CH:70]=[CH:69][C:68]=2[CH:72]=1>C1C=CC(/C=C/C(/C=C/C2C=CC=CC=2)=O)=CC=1.C1C=CC(/C=C/C(/C=C/C2C=CC=CC=2)=O)=CC=1.C1C=CC(/C=C/C(/C=C/C2C=CC=CC=2)=O)=CC=1.[Pd].[Pd].C1(C)C=CC=CC=1>[O:71]1[C:67]2[CH:66]=[CH:65][C:64]([NH:1][C:2]3[CH:14]=[C:13]([CH2:15][CH2:16][C:17]4[CH:18]=[CH:19][CH:20]=[CH:21][CH:22]=4)[CH:12]=[CH:11][C:3]=3[C:4]([O:6][C:7]([CH3:10])([CH3:9])[CH3:8])=[O:5])=[CH:72][C:68]=2[CH:69]=[CH:70]1 |f:2.3.4,6.7.8.9.10|. Yields the product O1C=CC2=C1C=CC(=C2)NC2=C(C(=O)OC(C)(C)C)C=CC(=C2)CCC2=CC=CC=C2 (tert-butyl 2-((benzofuran-5-yl)amino)-4-phenethylbenzoate). Reactants: C([C@@H](O)C)(=O)O (L-(+)-lactic acid), ClC=1C=C(C=CC1OCC1=NC=CC=C1)NC1=NC=NC2=CC=CC(=C12)O[C@@H](CNC)C (N-[3-chloro-4-(pyridin-2-ylmethoxy)phenyl]-5-[(1R)-1-methyl-2-(methylamino)ethoxy]quinazolin-4-amine). Yields the product ClC=1C=C(C=CC1OCC1=NC=CC=C1)NC1=NC=NC2=CC=CC(=C12)O[C@@H](CN(C([C@H](C)O)=O)C)C ((2S)-N-{(2R)-2-[(4-{[3-Chloro-4-(pyridin-2-ylmethoxy)phenyl]amino}quinazolin-5-yl)oxy]propyl}-2-hydroxy-N-methylpropanamide). The yield is 35.0%. Reaction SMILES: [C:1]([OH:6])(=O)[C@H:2]([CH3:4])[OH:3].[Cl:7][C:8]1[CH:9]=[C:10]([NH:22][C:23]2[C:32]3[C:27](=[CH:28][CH:29]=[CH:30][C:31]=3[O:33][C@H:34]([CH3:38])[CH2:35][NH:36][CH3:37])[N:26]=[CH:25][N:24]=2)[CH:11]=[CH:12][C:13]=1[O:14][CH2:15][C:16]1[CH:21]=[CH:20][CH:19]=[CH:18][N:17]=1>>[Cl:7][C:8]1[CH:9]=[C:10]([NH:22][C:23]2[C:32]3[C:27](=[CH:28][CH:29]=[CH:30][C:31]=3[O:33][C@H:34]([CH3:38])[CH2:35][N:36]([CH3:37])[C:1](=[O:6])[C@@H:2]([OH:3])[CH3:4])[N:26]=[CH:25][N:24]=2)[CH:11]=[CH:12][C:13]=1[O:14][CH2:15][C:16]1[CH:21]=[CH:20][CH:19]=[CH:18][N:17]=1. Procedure: The procedure described in Example 1 was repeated using L-(+)-lactic acid and N-[3-chloro-4-(pyridin-2-ylmethoxy)phenyl]-5-[(1R)-1-methyl-2-(methylamino)ethoxy]quinazolin-4-amine (obtained as described in Example 2.3, preparation of starting materials) to give the title compound as a white solid in 35% yield; NMR spectrum (DMSO-d6 373K) 1.07 (d, 3H), 1.45 (d, 3H), 2.98 (s, 3H), 3.22 (m, 1H), 4.19 (m, 1H), 4.43 (m, 1H), 5.15 (m, 1H), 5.27 (s, 2H), 7.22 (m, 2H), 7.35 (m, 2H), 7.59 (m, 2H), 7.69 (t... Reaction SMILES: [C:43]([CH3:44])([CH3:45])([CH3:46])[NH2:47].[CH2:1]([c:2]1[cH:3][cH:4][cH:5][cH:6][cH:7]1)[O:8][C:9](=[O:10])[N:11]1[CH:12]([C:24](=[O:25])[OH:26])[c:13]2[nH:14][c:15]3[cH:16][cH:17][cH:18][cH:19][c:20]3[c:21]2[CH2:22][CH2:23]1.[CH2:27]([N:28]1[CH2:29][CH2:30][O:31][CH2:32][CH2:33]1)[CH3:34].[CH3:53][CH2:54][O:55][C:56](=[O:57])[CH3:58].[Cl:35][C:36]([O:37][CH2:38][CH:39]([CH3:40])[CH3:41])=[O:42].[O:48]1[CH2:49][CH2:50][CH2:51][CH2:52]1>>[CH2:1]([c:2]1[cH:3][cH:4][cH:5][cH:6][cH:7]1)[O:8][C:9](=[O:10])[N:11]1[CH:12]([C:24](=[O:26])[NH:47][C:43]([CH3:44])([CH3:45])[CH3:46])[c:13]2[nH:14][c:15]3[cH:16][cH:17][cH:18][cH:19][c:20]3[c:21]2[CH2:22][CH2:23]1. Product: CC(C)(C)NC(=O)C1c2[nH]c3ccccc3c2CCN1C(=O)OCc1ccccc1. Starting materials: CC(C)(C)N, O=C(O)C1c2[nH]c3ccccc3c2CCN1C(=O)OCc1ccccc1, CCN1CCOCC1, CCOC(C)=O, CC(C)COC(=O)Cl, C1CCOC1. Starting materials: COC=1C=C(C=CC1)C1(CCC(CC1)=O)C(N)=O (4-(3-methoxyphenyl)-4-carbamoyl-cyclohexanone), BrBr (bromine), ( 4 ), BrC1C(CCC(C1)(C(N)=O)C1=CC(=CC=C1)OC)=O (2-bromo-4-(3-methoxyphenyl)-4-carbamoyl-cyclohexanone), ( 3 ), alkali metal alkoxide, Br.[NH+]1=CC=CC=C1 (pyridinium hydrobromide), alkali metal hydride, C(N)(=O)C1CCCCC1 (carbamoyl-cyclohexane), Cl (hydrochloric acid), S(O)(O)(=O)=O (sulfuric acid). Solvent: O1CCCC1 (tetrahydrofuran), C(OC)COC (dimethoxyethane), C(C)O (ethanol), CO (methanol), C(C)(=O)O (acetic acid), C(C)(=O)O (acetic acid). The product is COC=1C=C(C=CC1)C12CCC(C(NC1=O)C2)=O (1-(3-methoxyphenyl)-6-azabicyclo[3,2,1]octane-4,7-dione), ( 5 ). Reaction SMILES: C(C1CCCCC1)(=O)N.Cl.S(=O)(=O)(O)O.[CH3:16][O:17][C:18]1[CH:19]=[C:20]([C:24]2([C:31](=[O:33])[NH2:32])[CH2:29][CH2:28][C:27](=[O:30])[CH2:26][CH2:25]2)[CH:21]=[CH:22][CH:23]=1.BrBr.Br.[NH+]1C=CC=CC=1.BrC1CC(C2C=CC=C(OC)C=2)(C(=O)N)CCC1=O>C(COC)OC.C(O)C.CO.O1CCCC1.C(O)(=O)C>[CH3:16][O:17][C:18]1[CH:19]=[C:20]([C:24]23[CH2:25][CH:26]([NH:32][C:31]2=[O:33])[C:27](=[O:30])[CH2:28][CH2:29]3)[CH:21]=[CH:22][CH:23]=1 |f:5.6|. Procedure: First of all, 1-(3-methoxyphenyl)-6-azabicyclo[3,2,1]-octane-7-one (VIII) is prepared by the six steps of (I) hydrolyzing 4-(3-methoxyphenyl)-4-cyano-1,1,-ethylenedioxy-cyclohexane (VII) with an alkali metal hydroxide(e.g., sodium hydroxide, potassium hydroxide) under heating in a solvent (e.g., methanol, ethanol, ethyleneglycol, a mixture of one of these solvents and water) to give 4-(3-methoxyphenyl)-4-carbamoyl-1,1-ethylenedioxy-cyclohexane, (2) reacting said carbamoyl-cyclohexane with an aci... Starting materials: ClC=1C(=NC=CC1)C(=C)C(F)(F)F (3-Chloro-2-(3,3,3-trifluoroprop-1-en-2-yl)pyridine), [Si](C)(C)(C(C)(C)C)OC(/C=C/N(C)C)=C ((E)-3-(tert-butyldimethylsilyloxy)-N,N-dimethylbuta-1,3-dien-1-amine). The solvent is C1(=CC=CC=C1)C (toluene). Run at time 30 minute. The product is [Si](C)(C)(C(C)(C)C)OC1=CC(C(CC1)(C(F)(F)F)C1=NC=CC=C1Cl)N(C)C (3-(tert-Butyldimethylsilyloxy)-6-(3-chloropyridin-2-yl)-N,N-dimethyl-6-(trifluoromethyl)cyclohex-2-enamine). Yield: 61.4%. RXN SMILES: [Cl:1][C:2]1[C:3]([C:8]([C:10]([F:13])([F:12])[F:11])=[CH2:9])=[N:4][CH:5]=[CH:6][CH:7]=1.[Si:14]([O:21][C:22](=[CH2:28])/[CH:23]=[CH:24]/[N:25]([CH3:27])[CH3:26])([C:17]([CH3:20])([CH3:19])[CH3:18])([CH3:16])[CH3:15]>C1(C)C=CC=CC=1>[Si:14]([O:21][C:22]1[CH2:28][CH2:9][C:8]([C:3]2[C:2]([Cl:1])=[CH:7][CH:6]=[CH:5][N:4]=2)([C:10]([F:11])([F:13])[F:12])[CH:24]([N:25]([CH3:27])[CH3:26])[CH:23]=1)([C:17]([CH3:20])([CH3:19])[CH3:18])([CH3:16])[CH3:15]. Procedure: A solution of Example 26A (612 mg, 2.95 mmol) and (E)-3-(tert-butyldimethylsilyloxy)-N,N-dimethylbuta-1,3-dien-1-amine (966 mg, 4.25 mmol) in toluene (2.5 mL) was heated on a microwave at 60° C. for 30 minutes, and then 70° C. for 30 minutes. Purified by silica gel chromatography (AnaLogix® SF25-40G; 50 micron silica; elution with 0-50% ethyl acetate in hexane at 30 mL/min) to provide the title compound (787 mg, 1.81 mmol, 61.4% yield) as a light yellow oil. MS (DCI/NH3) m/e 435 (M+H)+. Starting materials: O (water), C1(=CC=CC=C1)C(=C1C2C(CC1CC2)=O)C2=CC=CC=C2 (7-diphenylmethylenebicyclo[2.2.1]-heptane-2-one), Cl.NO (hydroxylamine hydrochloride), C([O-])([O-])=O.[K+].[K+] (potassium carbonate). Solvent: C(C)O (ethanol). Yields the product C1(=CC=CC=C1)C(=C1C2C(CC1CC2)=NO)C2=CC=CC=C2 (7-diphenylmethylenebicyclo[2.2.1]heptane-2-one oxime). The yield is 84.9%. RXN SMILES: [C:1]1([C:7]([C:16]2[CH:21]=[CH:20][CH:19]=[CH:18][CH:17]=2)=[C:8]2[CH:12]3[CH2:13][CH2:14][CH:9]2[C:10](=O)[CH2:11]3)[CH:6]=[CH:5][CH:4]=[CH:3][CH:2]=1.Cl.[NH2:23][OH:24].C(=O)([O-])[O-].[K+].[K+].O>C(O)C>[C:1]1([C:7]([C:16]2[CH:21]=[CH:20][CH:19]=[CH:18][CH:17]=2)=[C:8]2[CH:12]3[CH2:13][CH2:14][CH:9]2[C:10](=[N:23][OH:24])[CH2:11]3)[CH:6]=[CH:5][CH:4]=[CH:3][CH:2]=1 |f:1.2,3.4.5|. Reported procedure: 33.7 g (129 mmol) of 7-diphenylmethylenebicyclo[2.2.1]-heptane-2-one were stirred with 9.9 g (142 mmol) of hydroxylamine hydrochloride and 17.8 g (129 mmol) of potassium carbonate in 50 ml of ethanol at room temperature for four hours. Then 200 ml of water were added, and the mixture was extracted three times wit 100 ml of methylene chloride. The combined methylene chloride phases were washed three times with 300 ml of water, dried over sodium sulfate and concentrated in vacuo. 31.7 g of 7-diphe... Starting materials: O=S1(N=C(NC2=C1C=CC=C2)C=2C(N(C1=CC=CC=C1C2O)N=CC=2C=C(C#N)C=CC2)=O)=O (3-({[3-(1,1-dioxido-4H-1,2,4-benzothiadiazin-3-yl)-4-hydroxy-2-oxoquinolin-1(2H)-yl]imino}methyl)benzonitrile), CO (methanol), solution, [BH4-].[Li+] (lithium borohydride), Cl (hydrochloric acid). Solvent: O1CCCC1 (tetrahydrofuran), O1CCCC1 (tetrahydrofuran), O (water). Run at temperature 25 celsius, time 1 hour. Product: O=S1(N=C(NC2=C1C=CC=C2)C=2C(N(C1=CC=CC=C1C2O)NCC=2C=C(C#N)C=CC2)=O)=O (3-({[3-(1,1-dioxido-4H-1,2,4-benzothiadiazin-3-yl)-4-hydroxy-2-oxoquinolin-1(2H)-yl]amino}methyl)benzonitrile). Reaction SMILES: [O:1]=[S:2]1(=[O:34])[C:7]2[CH:8]=[CH:9][CH:10]=[CH:11][C:6]=2[NH:5][C:4]([C:12]2[C:13](=[O:33])[N:14]([N:23]=[CH:24][C:25]3[CH:26]=[C:27]([CH:30]=[CH:31][CH:32]=3)[C:28]#[N:29])[C:15]3[C:20]([C:21]=2[OH:22])=[CH:19][CH:18]=[CH:17][CH:16]=3)=[N:3]1.CO.[BH4-].[Li+].Cl>O1CCCC1.O>[O:34]=[S:2]1(=[O:1])[C:7]2[CH:8]=[CH:9][CH:10]=[CH:11][C:6]=2[NH:5][C:4]([C:12]2[C:13](=[O:33])[N:14]([NH:23][CH2:24][C:25]3[CH:26]=[C:27]([CH:30]=[CH:31][CH:32]=3)[C:28]#[N:29])[C:15]3[C:20]([C:21]=2[OH:22])=[CH:19][CH:18]=[CH:17][CH:16]=3)=[N:3]1 |f:2.3|. Reported procedure: The product of Example 267A (0.055 g, 0.117 mmol) in tetrahydrofuran (2.0 mL) and methanol (0.010 mL, 0.234 mmol) at 0° C. was treated with dropwise addition of a 2.0M solution of lithium borohydride in tetrahydrofuran (0.088 mL, 0.176 mmol). The reaction was stirred at 25° C. for 1 hour, acidified with 1M hydrochloric acid to a pH of approximately 2-4, diluted with water (6.0 mL), and the resulting precipitate was collected by filtration and dried. The crude product was triturated with dichloro... The reactants are CC(C)(C)OC(=O)C=Cc1ccccc1, [Li]CCCC, CC(NCc1ccccc1)c1ccccc1, CCCCCC, [Cl-], [NH4+], C1CCOC1. Product: CC(c1ccccc1)N(Cc1ccccc1)C(c1ccccc1)C(O)C(=O)OC(C)(C)C. Reaction SMILES: [C:22]([CH3:23])([CH3:24])([CH3:25])[O:26][C:27]([CH:28]=[CH:29][c:30]1[cH:31][cH:32][cH:33][cH:34][cH:35]1)=[O:36].[CH2:17]([Li:18])[CH2:19][CH2:20][CH3:21].[CH2:1]([c:2]1[cH:3][cH:4][cH:5][cH:6][cH:7]1)[NH:8][CH:9]([CH3:10])[c:11]1[cH:12][cH:13][cH:14][cH:15][cH:16]1.[CH3:44][CH2:45][CH2:46][CH2:47][CH2:48][CH3:49].[Cl-:37].[NH4+:38].[O:39]1[CH2:40][CH2:41][CH2:42][CH2:43]1>>[CH2:1]([c:2]1[cH:3][cH:4][cH:5][cH:6][cH:7]1)[N:8]([CH:9]([CH3:10])[c:11]1[cH:12][cH:13][cH:14][cH:15][cH:16]1)[CH:29]([CH:28]([C:27]([O:26][C:22]([CH3:23])([CH3:24])[CH3:25])=[O:36])[OH:39])[c:30]1[cH:31][cH:32][cH:33][cH:34][cH:35]1. Starting materials: amide, 3-(p-chlorophenyl)-3,3-triphenylpropionyl chloride, C(C1=CC=CC=C1)C1(CCNCC1)O (4-benzyl-4-hydroxypiperidine), [H-].[Al+3].[Li+].[H-].[H-].[H-] (lithium aluminum hydride), 3-(p-chlorophenyl)3,3-triphenylpropionic acid, S(=O)(Cl)Cl (thionyl chloride), [OH-].[Na+] (sodium hydroxide), [H-].[Al+3].[Li+].[H-].[H-].[H-] (lithium aluminum hydride). The solvent is C1=CC=CC=C1 (benzene), C(C)N(CC)CC (triethylamine), CC(=O)C (acetone), CCOCC (ether), Cl (HCl). Yields the product Cl.C(C1=CC=CC=C1)C1(CCNCC1)O (4-benzyl-4-hydroxypiperidine hydrochloride). Reaction SMILES: S(Cl)([Cl:3])=O.[CH2:5]([C:12]1([OH:18])[CH2:17][CH2:16][NH:15][CH2:14][CH2:13]1)[C:6]1[CH:11]=[CH:10][CH:9]=[CH:8][CH:7]=1.[H-].[Al+3].[Li+].[H-].[H-].[H-].[OH-].[Na+]>C1C=CC=CC=1.CCOCC.Cl.CC(C)=O.C(N(CC)CC)C>[ClH:3].[CH2:5]([C:12]1([OH:18])[CH2:17][CH2:16][NH:15][CH2:14][CH2:13]1)[C:6]1[CH:7]=[CH:8][CH:9]=[CH:10][CH:11]=1 |f:2.3.4.5.6.7,8.9,15.16|. Procedure details: A mixture of 2 parts of (p-chlorophenyl)diphenyl carbinol and 8 parts of malonic acid are heated at 170° for 31 hours. This mixture is cooled and then dissolved in hot ethanol, affording 3-p-chlorophenyl-3,3-diphenylpropionic acid. 1 Part of 3-(p-chlorophenyl)3,3-triphenylpropionic acid is then refluxed with 5 parts of thionyl chloride for 4 hours and the excess thionyl chloride is removed in vacuum to provide the crude 3-(p-chlorophenyl)3,3-diphenylpropionyl chloride. 9 Parts of this 3-(p-chlor...